This data is from the Open Reaction Database (ORD), a public repository of structured organic reaction records. The task is: describe an organic reaction: reactants, conditions, products, and yield Starting materials: COc1cc[nH]c1C=C1C(=O)Nc2ccc([N+](=O)[O-])c(Br)c21, O=C([O-])[O-], COCCOC, [Na+], [Na+], OB(O)c1ccc(O)cc1. Yields the product COc1cc[nH]c1C=C1C(=O)Nc2ccc([N+](=O)[O-])c(-c3ccc(O)cc3)c21. Reaction SMILES: [Br:11][c:12]1[c:13]2[c:17]([cH:18][cH:19][c:20]1[N+:21](=[O:22])[O-:23])[NH:16][C:15](=[O:24])[C:14]2=[CH:25][c:26]1[nH:27][cH:28][cH:29][c:30]1[O:31][CH3:32].[C:33](=[O:34])([O-:35])[O-:36].[CH3:39][O:40][CH2:41][CH2:42][O:43][CH3:44].[Na+:37].[Na+:38].[OH:1][c:2]1[cH:3][cH:4][c:5]([B:8]([OH:9])[OH:10])[cH:6][cH:7]1>>[OH:1][c:2]1[cH:3][cH:4][c:5](-[c:12]2[c:13]3[c:17]([cH:18][cH:19][c:20]2[N+:21](=[O:22])[O-:23])[NH:16][C:15](=[O:24])[C:14]3=[CH:25][c:26]2[nH:27][cH:28][cH:29][c:30]2[O:31][CH3:32])[cH:6][cH:7]1. Starting materials: IC1=NN(C2=CC=CC=C12)C1=NC(=C2N=C(N(C2=N1)C)CN1CCC(CC1)C(C)(C)O)N1CCOCC1 (2-(1-((2-(3-iodo-1H-indazol-1-yl)-9-methyl-6-morpholino-9H-purin-8-yl)methyl)piperidin-4-yl)propan-2-ol), C1(=CC=CC=C1)P(C1=CC=CC=2C(C3=CC=CC(=C3OC12)P(C1=CC=CC=C1)C1=CC=CC=C1)(C)C)C1=CC=CC=C1 (4,5-bis(diphenylphosphino)-9,9-dimethylxanthene), C([O-])([O-])=O.[Cs+].[Cs+] (cesium carbonate), C(C1=CC=CC=C1)(C1=CC=CC=C1)=N (benzophenone imine). The reagents and catalysts are C=1C=CC(=CC1)/C=C/C(=O)/C=C/C2=CC=CC=C2.C=1C=CC(=CC1)/C=C/C(=O)/C=C/C2=CC=CC=C2.C=1C=CC(=CC1)/C=C/C(=O)/C=C/C2=CC=CC=C2.[Pd].[Pd] (tris(dibenzylideneacetone)dipalladium(0)). Solvent: O1CCOCC1 (1,4-dioxane). Reaction conditions: temperature 120 celsius. The product is C1(=CC=CC=C1)C(C1=CC=CC=C1)=NC1=NN(C2=CC=CC=C12)C1=NC(=C2N=C(N(C2=N1)C)CN1CCC(CC1)C(C)(C)O)N1CCOCC1 (2-(1-((2-(3-(diphenylmethyleneamino)-1H-indazol-1-yl)-9-methyl-6-morpholino-9H-purin-8-yl)methyl)piperidin-4-yl)propan-2-ol). As a reaction SMILES: I[C:2]1[C:10]2[C:5](=[CH:6][CH:7]=[CH:8][CH:9]=2)[N:4]([C:11]2[N:19]=[C:18]3[C:14]([N:15]=[C:16]([CH2:21][N:22]4[CH2:27][CH2:26][CH:25]([C:28]([OH:31])([CH3:30])[CH3:29])[CH2:24][CH2:23]4)[N:17]3[CH3:20])=[C:13]([N:32]3[CH2:37][CH2:36][O:35][CH2:34][CH2:33]3)[N:12]=2)[N:3]=1.C1(P(C2C=CC=CC=2)C2C3OC4C(=CC=CC=4P(C4C=CC=CC=4)C4C=CC=CC=4)C(C)(C)C=3C=CC=2)C=CC=CC=1.C(=O)([O-])[O-].[Cs+].[Cs+].[C:86](=[NH:99])([C:93]1[CH:98]=[CH:97][CH:96]=[CH:95][CH:94]=1)[C:87]1[CH:92]=[CH:91][CH:90]=[CH:89][CH:88]=1>O1CCOCC1.C1C=CC(/C=C/C(/C=C/C2C=CC=CC=2)=O)=CC=1.C1C=CC(/C=C/C(/C=C/C2C=CC=CC=2)=O)=CC=1.C1C=CC(/C=C/C(/C=C/C2C=CC=CC=2)=O)=CC=1.[Pd].[Pd]>[C:87]1([C:86](=[N:99][C:2]2[C:10]3[C:5](=[CH:6][CH:7]=[CH:8][CH:9]=3)[N:4]([C:11]3[N:19]=[C:18]4[C:14]([N:15]=[C:16]([CH2:21][N:22]5[CH2:27][CH2:26][CH:25]([C:28]([OH:31])([CH3:30])[CH3:29])[CH2:24][CH2:23]5)[N:17]4[CH3:20])=[C:13]([N:32]4[CH2:37][CH2:36][O:35][CH2:34][CH2:33]4)[N:12]=3)[N:3]=2)[C:93]2[CH:94]=[CH:95][CH:96]=[CH:97][CH:98]=2)[CH:92]=[CH:91][CH:90]=[CH:89][CH:88]=1 |f:2.3.4,7.8.9.10.11|. Procedure details: To a solution of 2-(1-((2-(3-iodo-1H-indazol-1-yl)-9-methyl-6-morpholino-9H-purin-8-yl)methyl)piperidin-4-yl)propan-2-ol (0.1 g), tris(dibenzylideneacetone)dipalladium(0) (3 mg), 4,5-bis(diphenylphosphino)-9,9-dimethylxanthene (5.6 mg) and cesium carbonate (74 mg) in 1,4-dioxane (0.5 mL) was added benzophenone imine (40 μL). The reaction was heated at 120° C. until complete, about 90 minutes. The crude reaction mixture was loaded onto silica and purified by flash column chromatography to afford ... Starting materials: O (water), C(C)(=O)OC(C)=O (acetic anhydride), [N+](=O)(O)[O-] (nitric acid), COC=1C=C(C=CC1OC)C1=NN(C([C@H]2CCCC[C@@H]12)=O)CCO ((cis)-4-(3,4-Dimethoxyphenyl)-2-(2-hydroxy-1-ethyl)-4a,5,6,7,8,8a-hexahydro-2H-phthalazin-1-one), ClCCl (dichloromethane). Product: Cl.C(C)OC=1C=C(C=CC1OCC)C1=NN(C([C@H]2CCCC[C@@H]12)=O)CCO[N+](=O)[O-] ((cis)-4-(3,4-Diethoxyphenyl)-2-(2-nitroxy-1-ethyl)-4a,5,6,7,8,8a-hexahydro-2H-phthalazin-1-one hydrochloride). RXN SMILES: [C:1]([O:4][C:5](=O)[CH3:6])(=O)[CH3:2].[N+:8]([O-:11])([OH:10])=[O:9].CO[C:14]1[CH:15]=[C:16]([C:22]2[C@H:31]3[C@H:26]([CH2:27][CH2:28][CH2:29][CH2:30]3)[C:25](=[O:32])[N:24]([CH2:33][CH2:34]O)[N:23]=2)C=C[C:19]=1[O:20][CH3:21].O.[Cl:37][CH2:38]Cl>>[ClH:37].[CH2:1]([O:4][C:5]1[CH:6]=[C:16]([C:22]2[C@H:31]3[C@H:26]([CH2:27][CH2:28][CH2:29][CH2:30]3)[C:25](=[O:32])[N:24]([CH2:33][CH2:34][O:9][N+:8]([O-:11])=[O:10])[N:23]=2)[CH:15]=[CH:14][C:19]=1[O:20][CH2:21][CH3:38])[CH3:2] |f:5.6|. Procedure details: A mixture of 20 mmol of acetic anhydride and 20 mmol of nitric acid was added to a solution of 10 mmol of compound 35 in 100 ml of dichloromethane at 0° C. After 30 min 150 ml of water was added to the mixture and the organic layer dried over magnesium sulfate and evaporated. Crystallisation from ethyl acetate. M.p. 139-140° C.